From a dataset of the Open Reaction Database (ORD), a public repository of structured organic reaction records. describe an organic reaction: reactants, conditions, products, and yield The reactants are CCCCc1nc(Cl)c(C=O)n1Cc1ccc2nn(-c3ccccc3-c3nnn(C(c4ccccc4)(c4ccccc4)c4ccccc4)n3)c(Br)c2c1, CO, Cl, [Na+], [OH-]. Reaction SMILES: [Br:1][c:2]1[n:3](-[c:24]2[c:25](-[c:30]3[n:31][n:32][n:33]([C:35]([c:36]4[cH:37][cH:38][cH:39][cH:40][cH:41]4)([c:42]4[cH:43][cH:44][cH:45][cH:46][cH:47]4)[c:48]4[cH:49][cH:50][cH:51][cH:52][cH:53]4)[n:34]3)[cH:26][cH:27][cH:28][cH:29]2)[n:4][c:5]2[cH:6][cH:7][c:8]([CH2:11][n:12]3[c:13]([CH2:20][CH2:21][CH2:22][CH3:23])[n:14][c:15]([Cl:19])[c:16]3[CH:17]=[O:18])[cH:9][c:10]12.[CH3:57][OH:58].[ClH:54].[Na+:56].[OH-:55]>>[Br:1][c:2]1[n:3](-[c:24]2[c:25](-[c:30]3[n:31][n:32][n:33][nH:34]3)[cH:26][cH:27][cH:28][cH:29]2)[n:4][c:5]2[cH:6][cH:7][c:8]([CH2:11][n:12]3[c:13]([CH2:20][CH2:21][CH2:22][CH3:23])[n:14][c:15]([Cl:19])[c:16]3[CH:17]=[O:18])[cH:9][c:10]12. The product is CCCCc1nc(Cl)c(C=O)n1Cc1ccc2nn(-c3ccccc3-c3nnn[nH]3)c(Br)c2c1. Reaction SMILES: [NH2:1][C:2](=[O:28])[C:3]([NH:5][CH:6]([C:23]1[O:24][CH:25]=[CH:26][CH:27]=1)[C:7]([O:9]C(C1C=CC=CC=1)C1C=CC=CC=1)=[O:8])=[O:4]>O>[NH2:1][C:2](=[O:28])[C:3]([NH:5][CH:6]([C:23]1[O:24][CH:25]=[CH:26][CH:27]=1)[C:7]([OH:9])=[O:8])=[O:4]. Solvent: O (water). Procedure details: By substituting DL-α-[(2-amino-1,2-dioxoethyl)amino]-2-furanacetic acid, diphenylmethyl ester in the procedure of Example 13, DL-α-[(2-amino-1,2-dioxoethyl)amino]-2-furanacetic acid is obtained as white crystals, m.p. 174° (water). Starting materials: NC(C(=O)NC(C(=O)OC(C1=CC=CC=C1)C1=CC=CC=C1)C=1OC=CC1)=O (α-[(2-amino-1,2-dioxoethyl)amino]-2-furanacetic acid, diphenylmethyl ester). Yields the product NC(C(=O)NC(C(=O)O)C=1OC=CC1)=O (α-[(2-amino-1,2-dioxoethyl)amino]-2-furanacetic acid). Starting materials: C(C)OC(=O)C=1NC2=CC(=C(C=C2C1)S)C(C)(C)C (6-tert-Butyl-5-mercapto-1H-indole-2-carboxylic acid ethyl ester), C(Cl)(Cl)(Cl)Cl (carbon tetrachloride), N1=CC=CC=C1 (pyridine), S(=O)(=O)(C1=CC=C(C)C=C1)Br (tosyl bromide). The solvent is CCOC(=O)C (EtOAc). The product is C(C)OC(=O)C=1NC2=CC(=C(C=C2C1)SS(=O)(=O)C1=CC=C(C=C1)C)C(C)(C)C (6-tert-Butyl-5-(toluene-4-sulfonylsulfanyl)-1H-indole-2-carboxylic acid ethyl ester). As a reaction SMILES: [CH2:1]([O:3][C:4]([C:6]1[NH:7][C:8]2[C:13]([CH:14]=1)=[CH:12][C:11]([SH:15])=[C:10]([C:16]([CH3:19])([CH3:18])[CH3:17])[CH:9]=2)=[O:5])[CH3:2].N1C=CC=CC=1.[S:26](Br)([C:29]1[CH:35]=[CH:34][C:32]([CH3:33])=[CH:31][CH:30]=1)(=[O:28])=[O:27].C(Cl)(Cl)(Cl)Cl>CCOC(C)=O>[CH2:1]([O:3][C:4]([C:6]1[NH:7][C:8]2[C:13]([CH:14]=1)=[CH:12][C:11]([S:15][S:26]([C:29]1[CH:35]=[CH:34][C:32]([CH3:33])=[CH:31][CH:30]=1)(=[O:28])=[O:27])=[C:10]([C:16]([CH3:18])([CH3:17])[CH3:19])[CH:9]=2)=[O:5])[CH3:2]. Reported procedure: The title compound was prepared according to General Method 15 using (6-tert-Butyl-5-mercapto-1H-indole-2-carboxylic acid ethyl ester (prepared in Example AAA), pyridine, tosyl bromide, carbon tetrachloride, and EtOAc. Reactants: C(C1=CC=CC=C1)OC1=CC=C2C(=N1)NC=N2 (5-(benzyloxy)-3H-imidazo[4,5-b]pyridine), C1(=C(C=CC=C1)B(O)O)C1=CC=CC=C1 (biphenyl-2-ylboronic acid). Yields the product C1(=C(C=CC=C1)N1C=NC=2C1=NC(=CC2)O)C2=CC=CC=C2 (3-(biphenyl-2-yl)-3H-imidazo[4,5-b]pyridin-5-ol). RXN SMILES: C([O:8][C:9]1[N:14]=[C:13]2[NH:15][CH:16]=[N:17][C:12]2=[CH:11][CH:10]=1)C1C=CC=CC=1.[C:18]1([C:27]2[CH:32]=[CH:31][CH:30]=[CH:29][CH:28]=2)[CH:23]=[CH:22][CH:21]=[CH:20][C:19]=1B(O)O>>[C:18]1([C:27]2[CH:28]=[CH:29][CH:30]=[CH:31][CH:32]=2)[CH:23]=[CH:22][CH:21]=[CH:20][C:19]=1[N:15]1[C:13]2=[N:14][C:9]([OH:8])=[CH:10][CH:11]=[C:12]2[N:17]=[CH:16]1. Procedure: From 5-(benzyloxy)-3H-imidazo[4,5-b]pyridine and biphenyl-2-ylboronic acid, prepared in a similar manner as the one described in Example 1.26, the title compound was obtained. LCMS m/z=288.0 [M+H]+. The reactants are Cl.Cl.N[C@H]([C@H](C(CN1CCOCC1)O)O)CC1CCCCC1 ((2RS,3R,4S)-4-amino-5-cyclohexyl-1-morpholino-2,3-pentanediol dihydrochloride), ON1N=NC2=C1C=CC=C2 (1-hydroxybenzotriazole), C1CCC(CC1)N=C=NC2CCCCC2 (DCC), N[C@@H](CCCC)C(=O)O (norleucine). The solvent is CN(C)C=O (DMF), CN(C)C=O (DMF), C(C)N(CC)CC (triethylamine). Conditions: temperature 0 celsius. Product: NC(C(C(CCC1CCCCC1)O)O)N1CCOCC1 (amino-5-cyclohexyl-1-morpholino-2,3-pentanediol). Reaction SMILES: [NH2:1][C@H](C(O)=O)CCCC.ON1C2C=CC=CC=2N=N1.C1CCC(N=C=NC2CCCCC2)CC1.Cl.Cl.N[C@@H:38]([CH2:50][CH:51]1[CH2:56][CH2:55][CH2:54][CH2:53][CH2:52]1)[C@@H:39]([OH:49])[CH:40]([OH:48])[CH2:41][N:42]1[CH2:47][CH2:46][O:45][CH2:44][CH2:43]1>CN(C=O)C.C(N(CC)CC)C>[NH2:1][CH:41]([N:42]1[CH2:47][CH2:46][O:45][CH2:44][CH2:43]1)[CH:40]([OH:48])[CH:39]([OH:49])[CH2:38][CH2:50][CH:51]1[CH2:56][CH2:55][CH2:54][CH2:53][CH2:52]1 |f:3.4.5|. Procedure details: 50 mg of L-N-[(2S or R)-3-(2-hydroxyethyl)-sulfonyl-2-(1-naphthylmethyl)propionyl]norleucine was dissolved in 0.2 ml of dry DMF, and 28.2 mg of 1-hydroxybenzotriazole and 13.2 mg of DCC were added thereto at 0° C. under stirring. Then, 55.2 mg of (2RS,3R,4S)-4-amino-5-cyclohexyl-1-morpholino-2,3-pentanediol dihydrochloride was dissolved in 0.2 ml of dry DMF, and 31.1 mg of triethylamine was added thereto for neutralization. This mixture was added to the previous reaction solution, and the mixtur... Starting materials: C(C1=CC=CC=C1)O (benzyl alcohol), C(C1=CC=CC=C1)O (benzyl alcohol), C(C1=CC=CC=C1)O (benzyl alcohol). Run in C1=CC=CC=C1 (benzene). The product is C1(=CC=CC=C1)CC1=CC=CC=C1 (diphenylmethane), C(C1=CC=CC=C1)C1=C(C=CC=C1)CC1=CC=CC=C1 (dibenzyl-benzene), C(C1=CC=CC=C1)O (benzyl alcohol). Isolated yield 4.6%. Reaction SMILES: [CH2:1]([OH:8])[C:2]1[CH:7]=[CH:6][CH:5]=[CH:4][CH:3]=1>C1C=CC=CC=1>[C:2]1([CH2:1][C:2]2[CH:7]=[CH:6][CH:5]=[CH:4][CH:3]=2)[CH:7]=[CH:6][CH:5]=[CH:4][CH:3]=1.[CH2:1]([C:3]1[CH:4]=[CH:5][CH:6]=[CH:7][C:2]=1[CH2:1][C:2]1[CH:7]=[CH:6][CH:5]=[CH:4][CH:3]=1)[C:2]1[CH:7]=[CH:6][CH:5]=[CH:4][CH:3]=1.[CH2:1]([OH:8])[C:2]1[CH:7]=[CH:6][CH:5]=[CH:4][CH:3]=1. Procedure: Benzylation of some aromatics with benzyl alcohol in the presence of askanite is known from J. General Chemistry of the USSR (English translation of Z. obsz. Zhim.) 20 (1950), 2249 (page 2168 in the original). This procedure is carried out at 90° C. and at 10% by weight of askanite, relative to the benzyl alcohol. If 200 g of benzyl alcohol and 200 g of benzene (molar ratio 1:1.38) are used, about 16% of diphenylmethane and 4.6% of dibenzyl-benzene, all relative to benzyl alcohol, are obtained; ... The reactants are C(C)OC(=O)C12C(N(CC2C1)S(=O)(=O)C1=CC=C(C=C1)C)C1=CC=CC=C1 (racemic 2-phenyl-3-(toluene-4-sulfonyl)-3-aza-bicyclo[3.1.0]hexane-1-carboxylic acid ethyl ester), C(C)OC(=O)C12C(N(CC2C1)S(=O)(=O)C1=CC=C(C=C1)C)C1=CC=CC=C1 (racemic 2-phenyl-3-(toluene-4-sulfonyl)-3-aza-bicyclo[3.1.0]hexane-1-carboxylic acid ethyl ester), C (charcoal). The solvent is [OH-].[Na+] (NaOH), C(C)O (ethanol). Conditions: time 1 hour. Yields the product C1(=CC=CC=C1)C1C2(CC2CN1S(=O)(=O)C1=CC=C(C=C1)C)C(=O)O (2-phenyl-3-(toluene-4-sulfonyl)-3-aza-bicyclo[3.1.0]hexane-1-carboxylic acid). As a reaction SMILES: C([O:3][C:4]([C:6]12[CH2:11][CH:10]1[CH2:9][N:8]([S:12]([C:15]1[CH:20]=[CH:19][C:18]([CH3:21])=[CH:17][CH:16]=1)(=[O:14])=[O:13])[CH:7]2[C:22]1[CH:27]=[CH:26][CH:25]=[CH:24][CH:23]=1)=[O:5])C.C>[OH-].[Na+].C(O)C>[C:22]1([CH:7]2[N:8]([S:12]([C:15]3[CH:16]=[CH:17][C:18]([CH3:21])=[CH:19][CH:20]=3)(=[O:14])=[O:13])[CH2:9][CH:10]3[C:6]2([C:4]([OH:5])=[O:3])[CH2:11]3)[CH:27]=[CH:26][CH:25]=[CH:24][CH:23]=1 |f:2.3|. Reported procedure: A solution of racemic 2-phenyl-3-(toluene-4-sulfonyl)-3-aza-bicyclo[3.1.0]hexane-1-carboxylic acid ethyl ester (Intermediate 1) in 400 mL 10% NaOH and 80 mL ethanol was refluxed for 6 hours. The solution was allowed to cool, treated with decolorizing charcoal, and filtered thru supercel. The ethanol was evaporated at reduced pressure and the residual solution was cooled in an ice bath and acidified with concentrated HCl to pH 1. The product precipitated and was granulated for one hour, then coll...